Dataset: the Open Reaction Database (ORD), a public repository of structured organic reaction records. Task: describe an organic reaction: reactants, conditions, products, and yield Reactants: Br.CN1C(N(C(C2=CC(=CC=C12)C)=O)C1CCNCC1)=O (1,2,3,4-tetrahydro-1,6-dimethyl-2,4-dioxo-3-(4-piperidinyl)quinazoline hydrobromide), Br.CN1C(N(C(C2=CC(=CC=C12)C)=O)C1CCNCC1)=O (1,2,3,4-tetrahydro-1,6-dimethyl-2,4-dioxo-3-(4-piperidinyl)quinazoline hydrobromide), ClC1=NC2=CC(=C(C=C2C(=N1)Cl)OC)OC (2,4-dichloro-6,7-dimethoxyquinazoline). The product is ClC1=NC2=CC(=C(C=C2C(=N1)N1CCC(CC1)N1C(N(C2=CC=C(C=C2C1=O)C)C)=O)OC)OC (3-[1-(2-Chloro-6,7-dimethoxy-4-quinazolinyl)-4-piperidinyl]-1,2,3,4-tetrahydro-1,6-dimethyl-2,4-dioxo-quinazoline). The yield is 48.0%. RXN SMILES: Br.[CH3:2][N:3]1[C:12]2[C:7](=[CH:8][C:9]([CH3:13])=[CH:10][CH:11]=2)[C:6](=[O:14])[N:5]([CH:15]2[CH2:20][CH2:19][NH:18][CH2:17][CH2:16]2)[C:4]1=[O:21].[Cl:22][C:23]1[N:32]=[C:31](Cl)[C:30]2[C:25](=[CH:26][C:27]([O:36][CH3:37])=[C:28]([O:34][CH3:35])[CH:29]=2)[N:24]=1>>[Cl:22][C:23]1[N:32]=[C:31]([N:18]2[CH2:19][CH2:20][CH:15]([N:5]3[C:6](=[O:14])[C:7]4[C:12](=[CH:11][CH:10]=[C:9]([CH3:13])[CH:8]=4)[N:3]([CH3:2])[C:4]3=[O:21])[CH2:16][CH2:17]2)[C:30]2[C:25](=[CH:26][C:27]([O:36][CH3:37])=[C:28]([O:34][CH3:35])[CH:29]=2)[N:24]=1 |f:0.1|. Procedure: The procedure similar to that described in Example 40 was repeated, except that 354.0 mg (1.0 mmol) of 1,2,3,4-tetrahydro-1,6-dimethyl-2,4-dioxo-3-(4-piperidinyl)-quinazoline hydrobromide (Compound v) obtained in Example 41 was used and 2,4-dichloro-6,7-dimethoxyquinazoline was used in place of 4-chloro-6,7-dimethoxyquinazoline. As a result, 239.2 mg (yield: 48%) of Compound 78 was obtained as white crystals.